This data is from the Open Reaction Database (ORD), a public repository of structured organic reaction records. The task is: describe an organic reaction: reactants, conditions, products, and yield Starting materials: COc1cnc2ccc(=O)n(CC=O)c2c1, CO, ClC(Cl)Cl, O=C(NCC1CCCNC1)OCc1ccccc1, [Na+], [Na+], O=S(=O)([O-])[O-]. Product: COc1cnc2ccc(=O)n(CCN3CCCC(CNC(=O)OCc4ccccc4)C3)c2c1. As a reaction SMILES: [CH3:1][O:2][c:3]1[cH:4][n:5][c:6]2[cH:7][cH:8][c:9](=[O:16])[n:10]([CH2:13][CH:14]=[O:15])[c:11]2[cH:12]1.[CH3:42][OH:43].[Cl:44][CH:45]([Cl:46])[Cl:47].[NH:17]1[CH2:18][CH:19]([CH2:23][NH:24][C:25]([O:26][CH2:27][c:28]2[cH:29][cH:30][cH:31][cH:32][cH:33]2)=[O:34])[CH2:20][CH2:21][CH2:22]1.[Na+:35].[Na+:36].[O-:37][S:38]([O-:39])(=[O:40])=[O:41]>>[CH3:1][O:2][c:3]1[cH:4][n:5][c:6]2[cH:7][cH:8][c:9](=[O:16])[n:10]([CH2:13][CH2:14][N:17]3[CH2:18][CH:19]([CH2:23][NH:24][C:25]([O:26][CH2:27][c:28]4[cH:29][cH:30][cH:31][cH:32][cH:33]4)=[O:34])[CH2:20][CH2:21][CH2:22]3)[c:11]2[cH:12]1. The reactants are CC(C)CC(NC(=O)C(C)NC(=O)OC(C)(C)C)B1OC2CC3CC(C3(C)C)C2(C)O1, COc1ccc(CC(Nc2cccc(-c3ccccc3)c2)C(=O)O)cc1. The product is COc1ccc(CC(Nc2cccc(-c3ccccc3)c2)C(=O)NC(C)C(=O)NC(CC(C)C)B2OC3CC4CC(C4(C)C)C3(C)O2)cc1. RXN SMILES: [C:1]([O:2][C:6]([NH:7][CH:8]([CH3:9])[C:10]([NH:11][CH:12]([CH2:13][CH:14]([CH3:15])[CH3:16])[B:17]1[O:18][C:19]2([CH3:29])[CH:20]3[C:21]([CH3:27])([CH3:28])[CH:22]([CH2:23][CH:24]2[O:25]1)[CH2:26]3)=[O:30])=[O:31])([CH3:3])([CH3:4])[CH3:5].[c:32]1(-[c:52]2[cH:53][cH:54][cH:55][cH:56][cH:57]2)[cH:33][c:34]([NH:38][CH:39]([C:40]([OH:41])=[O:42])[CH2:43][c:44]2[cH:45][cH:46][c:47]([O:50][CH3:51])[cH:48][cH:49]2)[cH:35][cH:36][cH:37]1>>[C:6]([NH:7][CH:8]([CH3:9])[C:10]([NH:11][CH:12]([CH2:13][CH:14]([CH3:15])[CH3:16])[B:17]1[O:18][C:19]2([CH3:29])[CH:20]3[C:21]([CH3:27])([CH3:28])[CH:22]([CH2:23][CH:24]2[O:25]1)[CH2:26]3)=[O:30])(=[O:31])[CH:39]([NH:38][c:34]1[cH:33][c:32](-[c:52]2[cH:53][cH:54][cH:55][cH:56][cH:57]2)[cH:37][cH:36][cH:35]1)[CH2:43][c:44]1[cH:45][cH:46][c:47]([O:50][CH3:51])[cH:48][cH:49]1. Starting materials: NC1=NN(C=C1)CCCCC(=O)N (5-(3-aminopyrazol-1-yl]valeramide), I.FC(CNC(SC)=N)(F)F ((2,2,2-trifluoroethyl)-S-methylisothiourea hydroiodide), C(Cl)(Cl)Cl.CO.N (CHCl3 MeOH ammonia). The product is FC(CN=C(NC1=NN(C=C1)CCCCC(=O)N)N)(F)F (5-[3-(2-[2,2,2-trifluoroethyl]guanidino)pyrazol-1-yl]valeramide). RXN SMILES: [NH2:1][C:2]1[CH:6]=[CH:5][N:4]([CH2:7][CH2:8][CH2:9][CH2:10][C:11]([NH2:13])=[O:12])[N:3]=1.I.[F:15][C:16]([F:24])([F:23])[CH2:17][NH:18][C:19](=[NH:22])SC.C(Cl)(Cl)Cl.CO.N>>[F:15][C:16]([F:24])([F:23])[CH2:17][N:18]=[C:19]([NH2:22])[NH:1][C:2]1[CH:6]=[CH:5][N:4]([CH2:7][CH2:8][CH2:9][CH2:10][C:11]([NH2:13])=[O:12])[N:3]=1 |f:1.2,3.4.5|. Procedure: A mixture of 5-(3-aminopyrazol-1-yl]valeramide (18.2 mg.) and (2,2,2-trifluoroethyl)-S-methylisothiourea hydroiodide (51 mg.) was heated at 100° for 20 minutes. Preparative high pressure liquid chromatography on silica gel, using CHCl3 /MeOH/ammonia (s.g. 0.880) 8:2:0.5 v/v/v as eluant gave 5-[3-(2-[2,2,2-trifluoroethyl]guanidino)pyrazol-1-yl]valeramide, m.p. 129°-130° (40%). The reactants are [OH-].[K+] (potassium hydroxide), O (water), C(C1=CC=CC=C1)(=O)N (benzamide), BrC\C=C/CBr (cis-1,4-dibromo-2-butene). The reagents and catalysts are [Br-].C(CCC)[N+](CCCC)(CCCC)CCCC (tetrabutylammonium bromide). Solvent: C1(=CC=CC=C1)C (toluene). Reaction conditions: temperature 40 celsius. Yields the product C(C1=CC=CC=C1)(=O)N1CC=CC1 (1-Benzoyl-2,5-dihydro-pyrrole). RXN SMILES: [C:1]([NH2:9])(=[O:8])[C:2]1[CH:7]=[CH:6][CH:5]=[CH:4][CH:3]=1.[OH-].[K+].Br[CH2:13]/[CH:14]=[CH:15]\[CH2:16]Br.O>C1(C)C=CC=CC=1.[Br-].C([N+](CCCC)(CCCC)CCCC)CCC>[C:1]([N:9]1[CH2:16][CH:15]=[CH:14][CH2:13]1)(=[O:8])[C:2]1[CH:7]=[CH:6][CH:5]=[CH:4][CH:3]=1 |f:1.2,6.7|. Reported procedure: 121 g (1 mol) of benzamide in 3 l of toluene are introduced initially, 200 g of powdered potassium hydroxide are introduced with stirring, 32 g (0.1 mol) of tetrabutylammonium bromide are added and the mixture is heated to 40° C. 243 g (1 mol) of 88% cis-1,4-dibromo-2-butene are then added dropwise in such a way that the internal temperature does not exceed 60° C. The mixture is stirred for another 5 hours at 50° C., then poured into water, and the organic phase is separated off, washed with wat... The reactants are C(#N)C=1C=CC2=C(SC(=C2)C(=O)OC)C1 (methyl 6-cyanobenzo[b]thiophene-2-carboxylate), CO (methanol), [OH-].[Na+] (sodium hydroxide). The solvent is O (water). Conditions: time 20 minute. Yields the product C(#N)C=1C=CC2=C(SC(=C2)C(=O)O)C1 (6-Cyanobenzo[b]thiophene-2-carboxylic acid). RXN SMILES: [C:1]([C:3]1[CH:4]=[CH:5][C:6]2[CH:10]=[C:9]([C:11]([O:13]C)=[O:12])[S:8][C:7]=2[CH:15]=1)#[N:2].CO.[OH-].[Na+]>O>[C:1]([C:3]1[CH:4]=[CH:5][C:6]2[CH:10]=[C:9]([C:11]([OH:13])=[O:12])[S:8][C:7]=2[CH:15]=1)#[N:2] |f:2.3|. Reported procedure: A round bottom flask was charged with methyl 6-cyanobenzo[b]thiophene-2-carboxylate (4.00 g, 17.9 mmol), methanol (130 mL), and sodium hydroxide (23 g, 0.58 mol) in water (200 mL). The reaction was stirred at room temperature for 20 minutes. The reaction was concentrated to half of the volume and acidified with 6 N aq. HCl. The mixture was extracted with CHCl3/i-PrOH (90:10) and the organic phase was concentrated under reduced pressure to get the title compound as a brown solid. Yields the product CNC(=O)N(C(=O)NC)C=1C=NC2=CC=CC=C2C1 (3-(N,N-dimethylaminocarbonylamino)quinoline). The solvent is N1=CC=CC=C1 (pyridine). Reported procedure: 2.0 g of 3-aminoquinoline are added in portions to a solution of 1.65 ml of N,N-dimethylcarbamoyl chloride in 3.9 ml of pyridine and the reaction mixture is stirred at room temperature for 24 h. The reaction mixture is then poured onto 50 ml of ice-water. Customary working up and purification of the crude product by chromatography over 100 g of silica gel (mobile phase L) gives 3-(N,N-dimethylaminocarbonylamino)quinoline: Rf (L)=0.23; MS:M+=215. Conditions: time 24 hour. As a reaction SMILES: [NH2:1][C:2]1[CH:3]=[N:4][C:5]2[C:10]([CH:11]=1)=[CH:9][CH:8]=[CH:7][CH:6]=2.C[N:13]([CH3:17])[C:14](Cl)=[O:15]>N1C=CC=CC=1>[CH3:17][NH:13][C:14]([N:1]([C:2]1[CH:3]=[N:4][C:5]2[C:10]([CH:11]=1)=[CH:9][CH:8]=[CH:7][CH:6]=2)[C:14]([NH:13][CH3:17])=[O:15])=[O:15]. Reactants: NC=1C=NC2=CC=CC=C2C1 (3-aminoquinoline), CN(C(=O)Cl)C (N,N-dimethylcarbamoyl chloride), ice water.